This data is from the Open Reaction Database (ORD), a public repository of structured organic reaction records. The task is: describe an organic reaction: reactants, conditions, products, and yield The reactants are F[B-](F)(F)F, COc1ccc(C#N)cc1C=CC(=O)O, CC(C)(C)OC(=O)NCC(N)CN1CCC(Oc2ccc(F)cc2)CC1, CCN(C(C)C)C(C)C, ClCCl, CN(C)C(On1nnc2ccccc21)=[N+](C)C. Product: COc1ccc(C#N)cc1C=CC(=O)NC(CNC(=O)OC(C)(C)C)CN1CCC(Oc2ccc(F)cc2)CC1. As a reaction SMILES: [B-:16]([F:17])([F:18])([F:19])[F:20].[C:1](#[N:2])[c:3]1[cH:4][cH:5][c:6]([O:14][CH3:15])[c:7]([CH:9]=[CH:10][C:11](=[O:12])[OH:13])[cH:8]1.[C:47]([CH3:48])([CH3:49])([CH3:50])[O:51][C:52]([NH:53][CH2:54][CH:55]([CH2:56][N:57]1[CH2:58][CH2:59][CH:60]([O:63][c:64]2[cH:65][cH:66][c:67]([F:70])[cH:68][cH:69]2)[CH2:61][CH2:62]1)[NH2:71])=[O:72].[CH:38]([N:39]([CH:40]([CH3:41])[CH3:42])[CH2:43][CH3:44])([CH3:45])[CH3:46].[Cl:73][CH2:74][Cl:75].[n:21]1([O:22][C:23]([N:24]([CH3:25])[CH3:26])=[N+:27]([CH3:28])[CH3:29])[c:30]2[cH:31][cH:32][cH:33][cH:34][c:35]2[n:36][n:37]1>>[C:1](#[N:2])[c:3]1[cH:4][cH:5][c:6]([O:14][CH3:15])[c:7]([CH:9]=[CH:10][C:11](=[O:13])[NH:71][CH:55]([CH2:54][NH:53][C:52]([O:51][C:47]([CH3:48])([CH3:49])[CH3:50])=[O:72])[CH2:56][N:57]2[CH2:58][CH2:59][CH:60]([O:63][c:64]3[cH:65][cH:66][c:67]([F:70])[cH:68][cH:69]3)[CH2:61][CH2:62]2)[cH:8]1. Reactants: CN1C(=NC(=CC1=O)C1=CC=NC=C1)SC (3-Methyl-6-(4-pyridyl)-2-methylthio-4(3H)-pyrimidinone), BrBr (Bromine). Run in C(C)(=O)O (acetic acid). Reaction conditions: time 24 hour. Yields the product CN1C(=NC(=C(C1=O)Br)C1=CC=NC=C1)SC (3-Methyl-5-bromo-6-(4-pyridyl)-2-methylthio-4(3H)-pyrimidinone). RXN SMILES: [CH3:1][N:2]1[C:7](=[O:8])[CH:6]=[C:5]([C:9]2[CH:14]=[CH:13][N:12]=[CH:11][CH:10]=2)[N:4]=[C:3]1[S:15][CH3:16].[Br:17]Br>C(O)(=O)C>[CH3:1][N:2]1[C:7](=[O:8])[C:6]([Br:17])=[C:5]([C:9]2[CH:14]=[CH:13][N:12]=[CH:11][CH:10]=2)[N:4]=[C:3]1[S:15][CH3:16]. Procedure details: 3-Methyl-6-(4-pyridyl)-2-methylthio-4(3H)-pyrimidinone (1.00 g 4.29 mmol) was dispersed in acetic acid (24 ml) and to the clear solution Bromine (0.5 ml, 1.5 g 9.38 mmol) was added. The reaction mixture stirred at room temperature for 24 h. The mixture was concentrated and the residue was co-evaporated with toluene until all bromine is removed. The crude compound is ready to use in next step. MS(m/z): 312 and 314. C10H11BrN3OS requir. 311 and 313. 1H-NMR(DMSO-d6):d 8.75 (m, 2H, pyridyl) 8.19 (m,... Reactants: BrCc1ccccc1, CC(C)(C)OC(=O)N1CCN(c2ccc(O)cc2)CC1, [K+], [K+], O=C([O-])[O-], CN(C)C=O, O. Yields the product CC(C)(C)OC(=O)N1CCN(c2ccc(OCc3ccccc3)cc2)CC1. RXN SMILES: [Br:21][CH2:22][c:23]1[cH:24][cH:25][cH:26][cH:27][cH:28]1.[C:1]([CH3:2])([CH3:3])([CH3:4])[O:5][C:6](=[O:7])[N:8]1[CH2:9][CH2:10][N:11]([c:14]2[cH:15][cH:16][c:17]([OH:20])[cH:18][cH:19]2)[CH2:12][CH2:13]1.[K+:29].[K+:30].[O-:31][C:32]([O-:33])=[O:34].[O:36]=[CH:37][N:38]([CH3:39])[CH3:40].[OH2:35]>>[C:1]([CH3:2])([CH3:3])([CH3:4])[O:5][C:6](=[O:7])[N:8]1[CH2:9][CH2:10][N:11]([c:14]2[cH:15][cH:16][c:17]([O:20][CH2:22][c:23]3[cH:24][cH:25][cH:26][cH:27][cH:28]3)[cH:18][cH:19]2)[CH2:12][CH2:13]1. Run in CC(=O)N(C)C (dimethylacetamide). The reactants are O (water), FC1=CC=C(C=O)C=C1 (4-fluorobenzaldehyde), C([O-])([O-])=O.[Cs+].[Cs+] (cesium carbonate), ClC=1C=C(C=C(C1)Cl)O (3,5-Dichlorophenol). Yield: 370.3%. Reaction conditions: temperature 150 celsius, time 3 hour. RXN SMILES: [Cl:1][C:2]1[CH:3]=[C:4]([OH:9])[CH:5]=[C:6]([Cl:8])[CH:7]=1.F[C:11]1[CH:18]=[CH:17][C:14]([CH:15]=[O:16])=[CH:13][CH:12]=1.C(=O)([O-])[O-].[Cs+].[Cs+].O>CC(N(C)C)=O>[Cl:1][C:2]1[CH:3]=[C:4]([CH:5]=[C:6]([Cl:8])[CH:7]=1)[O:9][C:11]1[CH:18]=[CH:17][C:14]([CH:15]=[O:16])=[CH:13][CH:12]=1 |f:2.3.4|. Reported procedure: 3,5-Dichlorophenol (500 mg, 3.07 mmol) was dissolved in dimethylacetamide (8.0 mL), and 4-fluorobenzaldehyde (0.390 mL, 0.368 mmol) and cesium carbonate (1.50 g, 3.69 mmol) were sequentially added thereto at room temperature, and then, the resulting mixture was stirred under a nitrogen atmosphere at 150° C. for 3 hours. After the temperature of the reaction solution was returned to room temperature, water was added thereto, and the organic matter was extracted with ethyl acetate. The organic lay... The product is ClC=1C=C(OC2=CC=C(C=O)C=C2)C=C(C1)Cl (4-(3,5-Dichlorophenoxy)benzaldehyde). Starting materials: NC1=CC=CC(=C1C)Cl (6-amino-2-chlorotoluene), Cl.ClCCNCCCl (bis-(2-chloroethyl)amine hydrochloride). The solvent is ClC1=CC=CC=C1 (chlorobenzene). The product is Cl.ClC=1C(=C(C=CC1)N1CCNCC1)C (1-(3-Chloro-2-Methylphenyl)piperazine Hydrochloride). Isolated yield 176.4%. Reaction SMILES: [NH2:1][C:2]1[C:7]([CH3:8])=[C:6]([Cl:9])[CH:5]=[CH:4][CH:3]=1.Cl.Cl[CH2:12][CH2:13][NH:14][CH2:15][CH2:16]Cl>ClC1C=CC=CC=1>[ClH:9].[Cl:9][C:6]1[C:7]([CH3:8])=[C:2]([N:1]2[CH2:16][CH2:15][NH:14][CH2:13][CH2:12]2)[CH:3]=[CH:4][CH:5]=1 |f:1.2,4.5|. Procedure details: A mixture of 6-amino-2-chlorotoluene (158.66 g) and bis-(2-chloroethyl)amine hydrochloride (200.0 g) in chlorobenzene (800 mL) was allowed to reflux for 3 days. After cooling, the reaction mixture was filtered and then washed with ether to give the titled compound (244.3 g) as a white powder: 1H NMR (400 MHz, DMSO-d6) δ 2.29 (s, 3H), 3.06 (m, 4H), 3.22 (m, 4H), 7.05 (dd, J=2.0, 6.8 Hz, 1H), 7.17-7.23 (m, 2H), and 9.40 (br s, 2H). RXN SMILES: [NH2:1][C:2]1[CH:3]=[CH:4][C:5]([F:20])=[C:6]([C@:8]2([CH3:19])[CH2:13][C@@H:12]([C:14]([F:17])([F:16])[F:15])[O:11][C:10]([NH2:18])=[N:9]2)[CH:7]=1.[F:21][CH2:22][C:23]1[N:24]=[CH:25][C:26]([C:29](O)=[O:30])=[N:27][CH:28]=1>>[NH2:18][C:10]1[O:11][C@H:12]([C:14]([F:16])([F:17])[F:15])[CH2:13][C@:8]([C:6]2[CH:7]=[C:2]([NH:1][C:29]([C:26]3[CH:25]=[N:24][C:23]([CH2:22][F:21])=[CH:28][N:27]=3)=[O:30])[CH:3]=[CH:4][C:5]=2[F:20])([CH3:19])[N:9]=1. Product: NC=1O[C@@H](C[C@@](N1)(C)C=1C=C(C=CC1F)NC(=O)C1=NC=C(N=C1)CF)C(F)(F)F (N-(3-((4S,6S)-2-Amino-4-methyl-6-(trifluoromethyl)-5,6-dihydro-4H-1,3-oxazin-4-yl)-4-fluorophenyl)-5-(fluoromethyl)pyrazine-2-carboxamide). Starting materials: NC=1C=CC(=C(C1)[C@]1(N=C(O[C@@H](C1)C(F)(F)F)N)C)F ((4S,6S)-4-(5-amino-2-fluorophenyl)-4-methyl-6-(trifluoromethyl)-5,6-dihydro-4H-1,3-oxazin-2-amine), FCC=1N=CC(=NC1)C(=O)O (5-(fluoromethyl)pyrazine-2-carboxylic acid). Procedure details: The coupling of (4S,6S)-4-(5-amino-2-fluorophenyl)-4-methyl-6-(trifluoromethyl)-5,6-dihydro-4H-1,3-oxazin-2-amine (XI-1) and 5-(fluoromethyl)pyrazine-2-carboxylic acid [J. M. Ellard et al. WO2011009898 (2011)] following General Procedure F yielded the title compound as a colorless amorphous solid. MS: m/z=430.5 [M+H]+. The reactants are C=CS(=O)(=O)CC, ClCCl, ClSc1ccc(Cl)cc1. Product: CCS(=O)(=O)C=CSc1ccc(Cl)cc1. Reaction SMILES: [CH:10](=[CH2:11])[S:12](=[O:13])(=[O:14])[CH2:15][CH3:16].[Cl:17][CH2:18][Cl:19].[Cl:1][c:2]1[cH:3][cH:4][c:5]([S:8][Cl:9])[cH:6][cH:7]1>>[Cl:1][c:2]1[cH:3][cH:4][c:5]([S:8][CH:11]=[CH:10][S:12](=[O:13])(=[O:14])[CH2:15][CH3:16])[cH:6][cH:7]1. Starting materials: C(C)C1=NC2=C(N1C1=NC(=C3N=C(N(C3=N1)C)C1(CNC1)OC)N1CCOCC1)C=CC=C2 (2-(2-ethylbenzoimidazol-1-yl)-8-(3-methoxyazetidin-3-yl)-9-methyl-6-morpholin-4-yl-9H-purine), CC1(OC1)C (2,2-dimethyloxirane), CC1(OC1)C (2,2-dimethyloxirane). Run in CC#N (MeCN). Reaction conditions: temperature 80 celsius, time 20 hour. Product: C(C)C1=NC2=C(N1C1=NC(=C3N=C(N(C3=N1)C)C1(CN(C1)CC(C)(O)C)OC)N1CCOCC1)C=CC=C2 (1-(3-(2-(2-ethyl-1H-benzo[d]imidazol-1-yl)-9-methyl-6-morpholino-9H-purin-8-yl)-3-methoxyazetidin-1-yl)-2-methylpropan-2-ol). Yield: 27.1%. Reaction SMILES: [CH2:1]([C:3]1[N:7]([C:8]2[N:16]=[C:15]3[C:11]([N:12]=[C:13]([C:18]4([O:22][CH3:23])[CH2:21][NH:20][CH2:19]4)[N:14]3[CH3:17])=[C:10]([N:24]3[CH2:29][CH2:28][O:27][CH2:26][CH2:25]3)[N:9]=2)[C:6]2[CH:30]=[CH:31][CH:32]=[CH:33][C:5]=2[N:4]=1)[CH3:2].[CH3:34][C:35]1([CH3:38])[CH2:37][O:36]1>CC#N>[CH2:1]([C:3]1[N:7]([C:8]2[N:16]=[C:15]3[C:11]([N:12]=[C:13]([C:18]4([O:22][CH3:23])[CH2:21][N:20]([CH2:34][C:35]([CH3:38])([OH:36])[CH3:37])[CH2:19]4)[N:14]3[CH3:17])=[C:10]([N:24]3[CH2:29][CH2:28][O:27][CH2:26][CH2:25]3)[N:9]=2)[C:6]2[CH:30]=[CH:31][CH:32]=[CH:33][C:5]=2[N:4]=1)[CH3:2]. Procedure details: To a solution of 2-(2-ethylbenzoimidazol-1-yl)-8-(3-methoxyazetidin-3-yl)-9-methyl-6-morpholin-4-yl-9H-purine (100 mg, 0.22 mmol) in MeCN (2 mL) was added 2,2-dimethyloxirane (198 μL, 2.23 mmol) and the resulting mixture stirred at 80° C. for 3 h before the addition of further 2,2-dimethyloxirane (1.0 mL, 11.15 mmol). The reaction mixture was stirred at 80° C. for a further 20 h then concentrated in vacuo. The resulting residue was purified by column chromatography (Si—PCC, MeOH:EtOAc, 0-20%) th... The reactants are CO, Cl, OB(O)c1cc2ccccc2nc1F. Yields the product COc1nc2ccccc2cc1B(O)O. Reaction SMILES: [CH3:15][OH:16].[ClH:17].[F:1][c:2]1[n:3][c:4]2[cH:5][cH:6][cH:7][cH:8][c:9]2[cH:10][c:11]1[B:12]([OH:13])[OH:14]>>[c:2]1([O:16][CH3:15])[n:3][c:4]2[cH:5][cH:6][cH:7][cH:8][c:9]2[cH:10][c:11]1[B:12]([OH:13])[OH:14].